Dataset: the Open Reaction Database (ORD), a public repository of structured organic reaction records. Task: describe an organic reaction: reactants, conditions, products, and yield The product is C#CCOc1nc(Nc2cc(CO)cc(NC(=O)C(N)Cc3ccccc3)c2)ncc1Br. Reactants: C#CCOc1nc(Nc2cc(CO)cc(NC(=O)C(Cc3ccccc3)N(OC(C)(C)C)C(=O)[O-])c2)ncc1Br, C1COCCO1, O, O=S(=O)(O)O. Reaction SMILES: [CH3:1][C:2]([CH3:3])([O:4][N:5]([C:6](=[O:7])[O-:8])[CH:9]([C:10](=[O:11])[NH:12][c:13]1[cH:14][c:15]([NH:21][c:22]2[n:23][cH:24][c:25]([Br:32])[c:26]([O:28][CH2:29][C:30]#[CH:31])[n:27]2)[cH:16][c:17]([CH2:19][OH:20])[cH:18]1)[CH2:33][c:34]1[cH:35][cH:36][cH:37][cH:38][cH:39]1)[CH3:40].[O:47]1[CH2:48][CH2:49][O:50][CH2:51][CH2:52]1.[OH2:46].[S:41](=[O:42])(=[O:43])([OH:44])[OH:45]>>[NH2:5][CH:9]([C:10](=[O:11])[NH:12][c:13]1[cH:14][c:15]([NH:21][c:22]2[n:23][cH:24][c:25]([Br:32])[c:26]([O:28][CH2:29][C:30]#[CH:31])[n:27]2)[cH:16][c:17]([CH2:19][OH:20])[cH:18]1)[CH2:33][c:34]1[cH:35][cH:36][cH:37][cH:38][cH:39]1. Reactants: COC(=O)C1(CCC1)NS(=O)(=O)C1=C(C=CC=C1)[N+](=O)[O-] (methyl-1-(2-nitrophenylsulfonamido)cyclobutanecarboxylate), C1CCOC1 (THF), CO (methanol), O[Li].O (LiOH.H2O). The solvent is O (H2O). Run at time 12 hour. Yields the product [N+](=O)([O-])C1=C(C=CC=C1)S(=O)(=O)NC1(CCC1)C(=O)O (1-(2-nitrophenylsulfonamido)cyclobutanecarboxylic acid). The yield is 98.1%. Reaction SMILES: C[O:2][C:3]([C:5]1([NH:9][S:10]([C:13]2[CH:18]=[CH:17][CH:16]=[CH:15][C:14]=2[N+:19]([O-:21])=[O:20])(=[O:12])=[O:11])[CH2:8][CH2:7][CH2:6]1)=[O:4].C1COCC1.CO.O[Li].O>O>[N+:19]([C:14]1[CH:15]=[CH:16][CH:17]=[CH:18][C:13]=1[S:10]([NH:9][C:5]1([C:3]([OH:4])=[O:2])[CH2:6][CH2:7][CH2:8]1)(=[O:12])=[O:11])([O-:21])=[O:20] |f:3.4|. Reported procedure: methyl-1-(2-nitrophenylsulfonamido)cyclobutanecarboxylate (500 mg, 1.59 mmol) was charged, and dissolved through addition of THF (5 ml), and methanol (5 ml). LiOH.H2O dissolved in H2O (5 ml) was added thereto, followed by stirring for 12 hours at room temperature. After stirring for 12 hours, the resultant solution was vacuum-evaporated, acidified with 2N—HCl to pH 2-3, and extracted with EA (×2). The organic layer was dried with MgSO4, and filtered. Through vacuum distillation, the solvent was ... Starting materials: esters, CC#N.O (CH3CN H2O), BrCC1=CC(=NO1)C=1SC(=CC1)Cl (5-bromomethyl-3-(5-chloro-thiophen-2-yl)-isoxazole), COC(=O)C1=CC2=C(NC(=N2)C(NC2CCN(CC2)C2CC2)=O)C=C1 (2-(1-Cyclopropyl-piperidin-4-ylcarbamoyl)-1H-benzoimidazole-5-carboxylic acid methyl ester). Solvent: C(=O)O (formic acid). Yields the product ClC1=CC=C(S1)C1=NOC(=C1)CN1C(=NC2=C1C=CC(=C2)C(=O)O)C(NC2CCN(CC2)C2CC2)=O (1-[3-(5-Chloro-thiophen-2-yl)-isoxazol-5-ylmethyl]-2-(1-cyclopropyl-piperidin-4-ylcarbamoyl)-1H-benzoimidazole-5-carboxylic acid), ClC1=CC=C(S1)C1=NOC(=C1)CN1C(=NC2=C1C=C(C=C2)C(=O)O)C(NC2CCN(CC2)C2CC2)=O (3-[3-(5-Chloro-thiophen-2-yl)-isoxazol-5-ylmethyl]-2-(1-cyclopropyl-piperidin-4-ylcarbamoyl)-3H-benzoimidazole-5-carboxylic acid), title compounds. RXN SMILES: C[O:2][C:3]([C:5]1[CH:25]=[CH:24][C:8]2[NH:9][C:10]([C:12](=[O:23])[NH:13][CH:14]3[CH2:19][CH2:18][N:17]([CH:20]4[CH2:22][CH2:21]4)[CH2:16][CH2:15]3)=[N:11][C:7]=2[CH:6]=1)=[O:4].Br[CH2:27][C:28]1[O:32][N:31]=[C:30]([C:33]2[S:34][C:35]([Cl:38])=[CH:36][CH:37]=2)[CH:29]=1.CC#N.O>C(O)=O>[Cl:38][C:35]1[S:34][C:33]([C:30]2[CH:29]=[C:28]([CH2:27][N:9]3[C:8]4[CH:24]=[CH:25][C:5]([C:3]([OH:2])=[O:4])=[CH:6][C:7]=4[N:11]=[C:10]3[C:12](=[O:23])[NH:13][CH:14]3[CH2:19][CH2:18][N:17]([CH:20]4[CH2:22][CH2:21]4)[CH2:16][CH2:15]3)[O:32][N:31]=2)=[CH:37][CH:36]=1.[Cl:38][C:35]1[S:34][C:33]([C:30]2[CH:29]=[C:28]([CH2:27][N:11]3[C:7]4[CH:6]=[C:5]([C:3]([OH:2])=[O:4])[CH:25]=[CH:24][C:8]=4[N:9]=[C:10]3[C:12](=[O:23])[NH:13][CH:14]3[CH2:15][CH2:16][N:17]([CH:20]4[CH2:21][CH2:22]4)[CH2:18][CH2:19]3)[O:32][N:31]=2)=[CH:37][CH:36]=1 |f:2.3|. Procedure details: 1-[3-(5-Chloro-thiophen-2-yl)-isoxazol-5-ylmethyl]-2-(1-cyclopropyl-piperidin-4-ylcarbamoyl)-1H-benzoimidazole-5-carboxylic acid and 3-[3-(5-Chloro-thiophen-2-yl)-isoxazol-5-ylmethyl]-2-(1-cyclopropyl-piperidin-4-ylcarbamoyl)-3H-benzoimidazole-5-carboxylic acid were prepared by a procedure according to example 81 starting from 240 mg (0.70 mmol) 2-(1-Cyclopropyl-piperidin-4-ylcarbamoyl)-1H-benzoimidazole-5-carboxylic acid methyl ester and 201.3 mg (0.70 mmol) 5-bromomethyl-3-(5-chloro-thiophen-2... Starting materials: C(C)(C)(C)OC(NC1=C(C=C(C(=C1)F)F)N)=O ((2-amino-4,5-difluoro-phenyl)-carbamic acid tert-butyl ester), C1(CCCCC1)C=O (cyclohexanecarbaldehyde), ClC1=NC=C(C(=O)O)C=C1 (6-chloro-nicotinic acid), COC(=O)[C@@H]1CC[C@H](CC1)[N+]#[C-] (trans-4-Isocyano-cyclohexanecarboxylic acid methyl ester), CO (methanol), Cl (HCl). Run in O1CCOCC1 (dioxane). Conditions: time 16 hour. The product is ClC1=CC=C(C=N1)C1=NC2=C(N1C(C(=O)N[C@@H]1CC[C@H](CC1)C(=O)O)C1CCCCC1)C=C(C(=C2)F)F (trans-4-{2-[2-(6-Chloro-pyridin-3-yl)-5,6-difluoro-benzoimidazol-1-yl]-2-cyclohexyl-acetylamino}-cyclohexanecarboxylic acid). RXN SMILES: C(O[C:6](=O)[NH:7][C:8]1[CH:13]=[C:12]([F:14])[C:11]([F:15])=[CH:10][C:9]=1[NH2:16])(C)(C)C.[CH:18]1(C=O)[CH2:23][CH2:22][CH2:21][CH2:20][CH2:19]1.[Cl:26][C:27]1[CH:35]=[CH:34][C:30]([C:31](O)=O)=[CH:29][N:28]=1.C[O:37][C:38]([C@H:40]1[CH2:45][CH2:44][C@H:43]([N+:46]#[C-:47])[CH2:42][CH2:41]1)=[O:39].Cl.C[OH:50]>O1CCOCC1>[Cl:26][C:27]1[N:28]=[CH:29][C:30]([C:31]2[N:7]([CH:6]([CH:18]3[CH2:23][CH2:22][CH2:21][CH2:20][CH2:19]3)[C:47]([NH:46][C@H:43]3[CH2:44][CH2:45][C@H:40]([C:38]([OH:37])=[O:39])[CH2:41][CH2:42]3)=[O:50])[C:8]3[CH:13]=[C:12]([F:14])[C:11]([F:15])=[CH:10][C:9]=3[N:16]=2)=[CH:34][CH:35]=1. Procedure details: To a solution of (2-amino-4,5-difluoro-phenyl)-carbamic acid tert-butyl ester (0.2 g, 0.82 mmol) in methanol (4 mL) were added cyclohexanecarbaldehyde (0.16 mL, 1.22 mmol, 1.5 equiv.), 6-chloro-nicotinic acid (0.13 g, 0.82 mmol, 1.0 equiv.) and trans-4-Isocyano-cyclohexanecarboxylic acid methyl ester (0.137 mg, 0.82 mmol, 1.0 equiv.) and stirred at rt for 16 h. A solution of 4 M HCl in dioxane (4 mL) was added and the reaction mixture stirred at rt for 3 h. The solution was concentrated by evapo... The reactants are CCOC(C)=O, Clc1ccc(C2=CCNCC2)nc1, [H][H], O=[Pt]=O. Product: Clc1ccc(C2CCNCC2)nc1. As a reaction SMILES: [CH3:19][CH2:20][O:21][C:22](=[O:23])[CH3:24].[Cl:1][c:2]1[cH:3][cH:4][c:5]([C:8]2=[CH:13][CH2:12][NH:11][CH2:10][CH2:9]2)[n:6][cH:7]1.[H:14][H:15].[Pt:16](=[O:17])=[O:18]>>[Cl:1][c:2]1[cH:3][cH:4][c:5]([CH:8]2[CH2:9][CH2:10][NH:11][CH2:12][CH2:13]2)[n:6][cH:7]1. Reactants: C[Al](C)C, CN(C)[Al]CCl, Cc1ccccc1, CCOC(C)=O, COC(=O)c1cccc(CN(CC(O)C(F)(F)F)c2cccc(Oc3ccccc3)c2)c1. Yields the product CN(C)C(=O)c1cccc(CN(CC(O)C(F)(F)F)c2cccc(Oc3ccccc3)c2)c1. Reaction SMILES: [CH3:1][Al:2]([CH3:3])[CH3:4].[CH3:37][N:38]([CH3:39])[Al:40][CH2:41][Cl:42].[CH3:43][c:44]1[cH:45][cH:46][cH:47][cH:48][cH:49]1.[CH3:50][CH2:51][O:52][C:53](=[O:54])[CH3:55].[O:5]([c:6]1[cH:7][cH:8][cH:9][cH:10][cH:11]1)[c:12]1[cH:13][c:14]([N:18]([CH2:19][CH:20]([C:21]([F:22])([F:23])[F:24])[OH:25])[CH2:26][c:27]2[cH:28][c:29]([C:30](=[O:31])[O:32][CH3:33])[cH:34][cH:35][cH:36]2)[cH:15][cH:16][cH:17]1>>[O:5]([c:6]1[cH:7][cH:8][cH:9][cH:10][cH:11]1)[c:12]1[cH:13][c:14]([N:18]([CH2:19][CH:20]([C:21]([F:22])([F:23])[F:24])[OH:25])[CH2:26][c:27]2[cH:28][c:29]([C:30](=[O:31])[N:38]([CH3:37])[CH3:39])[cH:34][cH:35][cH:36]2)[cH:15][cH:16][cH:17]1. Reactants: ClC=1C=C(CC(C(C)N)\C=C\C2=CC=CC3=CC=CC=C23)C=CC1Cl ((1RS,2RS,3E)-2-(3,4-dichlorobenzyl)-1-methyl-4-(1-naphthyl)-3-butenylamine), ClC1=CC=C(CC(C(C)N)\C=C\C2=CC=C(C=C2)Cl)C=C1 ((1RS,2RS,3E)-2-(4-chlorobenzyl)-4-(4-chlorophenyl)-1-methyl-3-butenylamine), [PH4+] (phosphonium), ClC=1C=C(CC(C(=O)OC(C)(C)C)C(=O)C)C=CC1Cl (tert-butyl 2-(3,4-dichlorobenzyl)acetoacetate), [Cl-].C1=C(C=CC2=CC=CC=C12)C[P+](C1=CC=CC=C1)(C1=CC=CC=C1)C1=CC=CC=C1 ((2-naphthylmethyl)triphenylphosphonium chloride), O1C2=C(C=C1/C=C/C(C(C)N)CC1=CC(=C(C=C1)Cl)Cl)C=CC=C2 ((1RS,2RS,3E)-4-(2-benzo[b]furanyl)-2-(3,4-dichlorobenzyl)-1-methyl-3-butenylamine), ClC1=CC=C(CC(C(=O)OC(C)(C)C)C(=O)C)C=C1 (tert-butyl 2-(4-chlorobenzyl)acetoacetate), ClC=1C=C(CC(C(C)N)\C=C\C2=CC(=CC=C2)C2=CSC=C2)C=CC1Cl ((1RS,2RS,3E)-2-(3,4-dichlorobenzyl)-1-methyl-4-{3-(3-thienyl)phenyl}-3-butenylamine). The product is ClC=1C=C(CC(C(C)N)\C=C\C2=CC3=CC=CC=C3C=C2)C=CC1Cl ((1RS,2RS,3E)-2-(3,4-dichlorobenzyl)-1-methyl-4-(2-naphthyl)-3-butenylamine). Reaction SMILES: [Cl:1][C:2]1[CH:3]=[C:4]([CH:17]=[CH:18][C:19]=1[Cl:20])[CH2:5][CH:6]([C:14]([CH3:16])=O)[C:7](OC(C)(C)C)=O.[Cl-].[CH:22]1[C:31]2[C:26](=[CH:27][CH:28]=[CH:29][CH:30]=2)[CH:25]=[CH:24][C:23]=1[CH2:32][P+](C1C=CC=CC=1)(C1C=CC=CC=1)C1C=CC=CC=1.ClC1C=CC(CC(C(C)=O)C(OC(C)(C)C)=O)=CC=1.[PH4+].O1C(/C=C/C(CC2C=CC(Cl)=C(Cl)C=2)C([NH2:82])C)=CC2C=CC=CC1=2.ClC1C=C(C=CC=1Cl)CC(/C=C/C1C=CC=C(C2C=CSC=2)C=1)C(N)C.ClC1C=C(C=CC=1Cl)CC(/C=C/C1C2C(=CC=CC=2)C=CC=1)C(N)C.ClC1C=CC(CC(/C=C/C2C=CC(Cl)=CC=2)C(N)C)=CC=1>>[Cl:1][C:2]1[CH:3]=[C:4]([CH:17]=[CH:18][C:19]=1[Cl:20])[CH2:5][CH:6](/[CH:7]=[CH:32]/[C:23]1[CH:24]=[CH:25][C:26]2[C:31](=[CH:30][CH:29]=[CH:28][CH:27]=2)[CH:22]=1)[CH:14]([NH2:82])[CH3:16] |f:1.2|. Procedure details: The following compounds were prepared in the same manner as in Example 123 except that tert-butyl 2-(3,4-dichlorobenzyl)acetoacetate and/or (2-naphthylmethyl)triphenylphosphonium chloride used as the starting materials in the above reaction were changed to the respective tert-butyl 2-(4-chlorobenzyl)acetoacetate and/or corresponding phosphonium derivatives: (1RS,2RS,3E)-4-(2-benzo[b]furanyl)-2-(3,4-dichlorobenzyl)-1-methyl-3-butenylamine, (1RS,2RS,3E)-2-(3,4-dichlorobenzyl)-1-methyl-4-{3-(3-thie...